Dataset: the Open Reaction Database (ORD), a public repository of structured organic reaction records. Task: describe an organic reaction: reactants, conditions, products, and yield Starting materials: O=C1Nc2cc(F)ccc2CN1C1CCN(Cc2ccccc2)CC1, CCOCC, CCO, [Pd]. The product is O=C1Nc2cc(F)ccc2CN1C1CCNCC1. Reaction SMILES: [CH2:1]([c:2]1[cH:3][cH:4][cH:5][cH:6][cH:7]1)[N:8]1[CH2:9][CH2:10][CH:11]([N:14]2[C:15](=[O:25])[NH:16][c:17]3[cH:18][c:19]([F:24])[cH:20][cH:21][c:22]3[CH2:23]2)[CH2:12][CH2:13]1.[CH3:26][CH2:27][O:28][CH2:29][CH3:30].[CH3:31][CH2:32][OH:33].[Pd:34]>>[NH:8]1[CH2:9][CH2:10][CH:11]([N:14]2[C:15](=[O:25])[NH:16][c:17]3[cH:18][c:19]([F:24])[cH:20][cH:21][c:22]3[CH2:23]2)[CH2:12][CH2:13]1. The reactants are C(CCC)[Li] (n-butyllithium), solution, ICCC (1-iodopropane), C1(=CC=CC=C1)COC=1C=C2C=CN(C2=CC1)S(=O)(=O)C1=CC=CC=C1 (5-[(phenylmethyl)oxy]-1-(phenylsulfonyl)-1H-indole), O (Water). Procedure details: To a solution a −78° C. cooled (dry ice/acetone bath) of 5-[(phenylmethyl)oxy]-1-(phenylsulfonyl)-1H-indole (1.1 g, 0.003 mol) in THF (anhydrous, 10 mL) was added n-butyllithium (2.3 mL of a 1.6 M solution in hexanes) dropwise. The mixture was then warmed to −10° C. over 30 min and then cooled to −78° C. and 1-iodopropane (1.5 eq., 0.005 mol, 0.77 g) was added dropwise. The mixture was warmed to rt over 1 h and then stirred at rt for 20 min. Water (10 mL) and EtOAc (100 mL) was added. The organi... Run at temperature -10 celsius, time 20 minute. The product is C1(=CC=CC=C1)COC=1C=C2C=C(N(C2=CC1)S(=O)(=O)C1=CC=CC=C1)CCC (5-[(Phenylmethyl)oxy]-1-(phenylsulfonyl)-2-propyl-1H-indole). The solvent is hexanes, C1CCOC1 (THF), CCOC(=O)C (EtOAc). RXN SMILES: [C:1]1([CH2:7][O:8][C:9]2[CH:10]=[C:11]3[C:15](=[CH:16][CH:17]=2)[N:14]([S:18]([C:21]2[CH:26]=[CH:25][CH:24]=[CH:23][CH:22]=2)(=[O:20])=[O:19])[CH:13]=[CH:12]3)[CH:6]=[CH:5][CH:4]=[CH:3][CH:2]=1.[CH2:27]([Li])[CH2:28][CH2:29]C.ICCC.O>C1COCC1.CCOC(C)=O>[C:1]1([CH2:7][O:8][C:9]2[CH:10]=[C:11]3[C:15](=[CH:16][CH:17]=2)[N:14]([S:18]([C:21]2[CH:26]=[CH:25][CH:24]=[CH:23][CH:22]=2)(=[O:20])=[O:19])[C:13]([CH2:27][CH2:28][CH3:29])=[CH:12]3)[CH:2]=[CH:3][CH:4]=[CH:5][CH:6]=1. The reactants are CC(C)(C)c1cc(SCC2CC(O)CC(=O)O2)cc(C(C)(C)C)c1O, CC#N, [Li+], [OH-], O=C(O)CC(O)(CC(=O)O)C(=O)O. Product: CC(C)(C)c1cc(SCC(O)CC(O)CC(=O)O)cc(C(C)(C)C)c1O. RXN SMILES: [C:4]([CH3:5])([CH3:6])([CH3:7])[c:8]1[cH:9][c:10]([S:19][CH2:20][CH:21]2[CH2:22][CH:23]([OH:28])[CH2:24][C:25](=[O:27])[O:26]2)[cH:11][c:12]([C:15]([CH3:16])([CH3:17])[CH3:18])[c:13]1[OH:14].[CH3:1][C:2]#[N:3].[Li+:29].[OH-:30].[OH:31][C:32]([CH2:33][C:34]([C:35](=[O:36])[OH:37])([CH2:38][C:39](=[O:40])[OH:41])[OH:42])=[O:43]>>[C:4]([CH3:5])([CH3:6])([CH3:7])[c:8]1[cH:9][c:10]([S:19][CH2:20][CH:21]([CH2:22][CH:23]([CH2:24][C:25]([OH:26])=[O:27])[OH:28])[OH:31])[cH:11][c:12]([C:15]([CH3:16])([CH3:17])[CH3:18])[c:13]1[OH:14]. Starting materials: CC(C)(C)N1CC=C(c2cc(-c3ccccc3Cl)n3ccc(=O)c(-c4c(Cl)cccc4Cl)c3c2)CC1, CCOC(C)=O, CO, Cl, O=[Pt]. Yields the product CC(C)(C)N1CCC(c2cc(-c3ccccc3Cl)n3ccc(=O)c(-c4c(Cl)cccc4Cl)c3c2)CC1. Reaction SMILES: [C:2]([CH3:3])([CH3:4])([CH3:5])[N:6]1[CH2:7][CH2:8][C:9]([c:12]2[cH:13][c:14](-[c:31]3[c:32]([Cl:37])[cH:33][cH:34][cH:35][cH:36]3)[n:15]3[cH:16][cH:17][c:18](=[O:30])[c:19](-[c:22]4[c:23]([Cl:29])[cH:24][cH:25][cH:26][c:27]4[Cl:28])[c:20]3[cH:21]2)=[CH:10][CH2:11]1.[C:38]([O:39][CH2:40][CH3:41])(=[O:42])[CH3:43].[CH3:44][OH:45].[ClH:1].[Pt:46]=[O:47]>>[C:2]([CH3:3])([CH3:4])([CH3:5])[N:6]1[CH2:7][CH2:8][CH:9]([c:12]2[cH:13][c:14](-[c:31]3[c:32]([Cl:37])[cH:33][cH:34][cH:35][cH:36]3)[n:15]3[cH:16][cH:17][c:18](=[O:30])[c:19](-[c:22]4[c:23]([Cl:29])[cH:24][cH:25][cH:26][c:27]4[Cl:28])[c:20]3[cH:21]2)[CH2:10][CH2:11]1. Reactants: O[C@@H]1C[C@H](NC1)C(=O)O (trans-4-hydroxy-L-proline), S(=O)(Cl)Cl (thionyl chloride), CO (methanol). Conditions: temperature 22.5 celsius, time 4 hour. The product is Cl.O[C@@H]1C[C@H](NC1)C(=O)OC ((2S,4R)-methyl 4-hydroxypyrrolidine-2-carboxylate hydrochloride). Reaction SMILES: [OH:1][C@H:2]1[CH2:6][NH:5][C@H:4]([C:7]([OH:9])=[O:8])[CH2:3]1.S(Cl)([Cl:12])=O.[CH3:14]O>>[ClH:12].[OH:1][C@H:2]1[CH2:6][NH:5][C@H:4]([C:7]([O:9][CH3:14])=[O:8])[CH2:3]1 |f:3.4|. Reported procedure: To a suspension of trans-4-hydroxy-L-proline (100 g, 0.76 mol, 1 equivalent) in methanol (850 mL), thionyl chloride (110 mL, 1.53 mol, 2 equivalents) was added drop-wise at 0-5° C. Then the reaction mixture was stirred for 4 hours at 20-25° C. The reaction mixture was concentrated under reduced pressure. The crude material was stirred in a mixture of ethanol-methyl tert-butyl ether (1:4, 500 mL) for 30 minutes and the solid was collected by filtration. The wet cake was dried in a vacuum tray dry... The reactants are Cc1nc(Br)cn1-c1nc(-c2ccc(C(F)(F)F)cc2)cc(C(F)(F)F)n1, CC1(C)OB(c2ccc(N)nc2)OC1(C)C. The product is Cc1nc(-c2ccc(N)nc2)cn1-c1nc(-c2ccc(C(F)(F)F)cc2)cc(C(F)(F)F)n1. Reaction SMILES: [Br:1][c:2]1[n:3][c:4]([CH3:27])[n:5](-[c:7]2[n:8][c:9](-[c:17]3[cH:18][cH:19][c:20]([C:23]([F:24])([F:25])[F:26])[cH:21][cH:22]3)[cH:10][c:11]([C:13]([F:14])([F:15])[F:16])[n:12]2)[cH:6]1.[NH2:28][c:29]1[n:30][cH:31][c:32]([B:35]2[O:36][C:37]([CH3:38])([CH3:39])[C:40]([CH3:41])([CH3:42])[O:43]2)[cH:33][cH:34]1>>[c:2]1(-[c:32]2[cH:31][n:30][c:29]([NH2:28])[cH:34][cH:33]2)[n:3][c:4]([CH3:27])[n:5](-[c:7]2[n:8][c:9](-[c:17]3[cH:18][cH:19][c:20]([C:23]([F:24])([F:25])[F:26])[cH:21][cH:22]3)[cH:10][c:11]([C:13]([F:14])([F:15])[F:16])[n:12]2)[cH:6]1. The reactants are C(C)(=O)OO (peracetic acid), OO (hydrogen peroxide), C(C)(=O)OC(C)=O (acetic anhydride), ClCCN(C=1C=CC(=C(C1)C[C@H](CC(=O)OC(C)(C)C)NC(=O)OC(C)(C)C)C)CCCl (tert-Butyl(3R)-4-[5-[bis(2-chloroethyl)amino]-2-methyl-phenyl]-3-(tert-butoxycarbonylamino)butanoate). Run in ClCCl (dichloromethane). Run at time 2 hour. The product is C(C)(C)(C)OC(C[C@@H](CC=1C=C(C=CC1C)[N+](CCCl)(CCCl)[O-])NC(=O)OC(C)(C)C)=O (3-[(2R)-4-tert-Butoxy-2-(tert-butoxycarbonylamino)-4-oxo-butyl]-N,N-bis(2-chloroethyl)-4-methyl-benzeneamine oxide). As a reaction SMILES: C(OO)(=[O:3])C.OO.C(OC(=O)C)(=O)C.[Cl:15][CH2:16][CH2:17][N:18]([CH2:44][CH2:45][Cl:46])[C:19]1[CH:20]=[CH:21][C:22]([CH3:43])=[C:23]([CH2:25][C@@H:26]([NH:35][C:36]([O:38][C:39]([CH3:42])([CH3:41])[CH3:40])=[O:37])[CH2:27][C:28]([O:30][C:31]([CH3:34])([CH3:33])[CH3:32])=[O:29])[CH:24]=1>ClCCl>[C:31]([O:30][C:28](=[O:29])[CH2:27][C@H:26]([NH:35][C:36]([O:38][C:39]([CH3:40])([CH3:42])[CH3:41])=[O:37])[CH2:25][C:23]1[CH:24]=[C:19]([N+:18]([O-:3])([CH2:44][CH2:45][Cl:46])[CH2:17][CH2:16][Cl:15])[CH:20]=[CH:21][C:22]=1[CH3:43])([CH3:34])([CH3:33])[CH3:32]. Procedure: Adapting literature known protocols (Tercel, et al., J. Med. Chem. 1995, 38, 1247-1252; and Kirkpatrick, et al., U.S. Pat. No. 7,399,785), peracetic acid (H3CCO3H) is freshly prepared by adding hydrogen peroxide (H2O2) (1.5 mL of a 35 wt-% aqueous solution, 14.0 mmol) dropwise to acetic anhydride (Ac2O) (1.52 mL, 1.65 g, 16.0 mmol). When the reaction mixture is homogeneous, a solution of tert-butyl(3R)-4-[5-[bis(2-chloroethyl)amino]-2-methyl-phenyl]-3-(tert-butoxycarbonylamino)butanoate (6e) (1....